This data is from the Open Reaction Database (ORD), a public repository of structured organic reaction records. The task is: describe an organic reaction: reactants, conditions, products, and yield The reactants are FC=1C=C2C(N(C(=NC2=CC1)C)C=1C(=NC=CC1)C)=O (6-fluoro-2-methyl-3-(2-methyl-pyridin-3-yl)-3H-quinazolin-4-one), C(C)(=O)OC(C)=O (acetic anhydride), CC=1SC=C(N1)C=O (2-methylthiazole-4-carboxaldehyde), C([O-])([O-])=O.[Na+].[Na+] (Sodium carbonate). The reagents and catalysts are [Cl-].[Zn+2].[Cl-] (zinc chloride). The solvent is CO (methanol), O (water). Product: FC=1C=C2C(N(C(=NC2=CC1)C=CC=1N=C(SC1)C)C=1C(=NC=CC1)C)=O (6-fluoro-3-(2-methyl-pyridin-3-yl)-2-[2-(2-methyl-thiazol-4-yl)-vinyl]-3H-quinazolin-4-one). Yield: 81.9%. RXN SMILES: [F:1][C:2]1[CH:3]=[C:4]2[C:9](=[CH:10][CH:11]=1)[N:8]=[C:7]([CH3:12])[N:6]([C:13]1[C:14]([CH3:19])=[N:15][CH:16]=[CH:17][CH:18]=1)[C:5]2=[O:20].C(OC(=O)C)(=O)C.[CH3:28][C:29]1[S:30][CH:31]=[C:32]([CH:34]=O)[N:33]=1.C(=O)([O-])[O-].[Na+].[Na+]>O.[Cl-].[Zn+2].[Cl-].CO>[F:1][C:2]1[CH:3]=[C:4]2[C:9](=[CH:10][CH:11]=1)[N:8]=[C:7]([CH:12]=[CH:34][C:32]1[N:33]=[C:29]([CH3:28])[S:30][CH:31]=1)[N:6]([C:13]1[C:14]([CH3:19])=[N:15][CH:16]=[CH:17][CH:18]=1)[C:5]2=[O:20] |f:3.4.5,7.8.9|. Procedure: Anhydrous zinc chloride (2.7 g, 20 mmol) was fused with a nitrogen purge in a round bottom flask with an open flame. The reaction vessel was allowed to return to ambient temperature, at which time dioxane (150 mL) was then added. To this mixture was added 6-fluoro-2-methyl-3-(2-methyl-pyridin-3-yl)-3H-quinazolin-4-one (2.6 g, 10 mmol), acetic anhydride (2.8 mL, 30 mmol), and 2-methylthiazole-4-carboxaldehyde (3.7 g, 30 mmol). The reaction was refluxed 2 hours, cooled to ambient temperature, and ...